From a dataset of the Open Reaction Database (ORD), a public repository of structured organic reaction records. describe an organic reaction: reactants, conditions, products, and yield The reactants are N(C1=CC=CC=C1)C1=NC=CC(=N1)C1=CN=C(N1CCC)C=O (2-Anilino-4-(2-formyl-1-propylimidazol-5-yl)pyrimidine), CNC (dimethylamine), C(C)(=O)O (Acetic acid), C(#N)[BH3-].[Na+] (sodium cyanoborohydride). Run in CO (MeOH). Conditions: time 3 hour. Product: N(C1=CC=CC=C1)C1=NC=CC(=N1)C1=CN=C(N1CCC)CN(C)C (2-Anilino-4-(2-dimethylaminomethyl-1-propylimidazol-5-yl)pyrimidine). Yield: 96.0%. Reaction SMILES: [NH:1]([C:8]1[N:13]=[C:12]([C:14]2[N:18]([CH2:19][CH2:20][CH3:21])[C:17]([CH:22]=O)=[N:16][CH:15]=2)[CH:11]=[CH:10][N:9]=1)[C:2]1[CH:7]=[CH:6][CH:5]=[CH:4][CH:3]=1.[CH3:24][NH:25][CH3:26].C(O)(=O)C.C([BH3-])#N.[Na+]>CO>[NH:1]([C:8]1[N:13]=[C:12]([C:14]2[N:18]([CH2:19][CH2:20][CH3:21])[C:17]([CH2:22][N:25]([CH3:26])[CH3:24])=[N:16][CH:15]=2)[CH:11]=[CH:10][N:9]=1)[C:2]1[CH:7]=[CH:6][CH:5]=[CH:4][CH:3]=1 |f:3.4|. Procedure details: A mixture of 2-anilino 4-(2-formyl-1-propylimidazol-5-yl)pyrimidine (Method 118; 200 mg, 0.65 mmol) and dimethylamine (391 μl of 2M solution in THF, 0.78 mmol) in MeOH (6 ml) stirred for 3 hours at ambient temperature. Acetic acid (41 mg, 0.716 mmol) and sodium cyanoborohydride (45 mg, 0.716 mmol) were added and the mixture stirred for a further 18 hours. The volatiles were removed by evaporation and residue dissolved in EtOAc (7 ml). This solution was washed with saturated aqueous sodium hydrog... Reactants: ClC1=C(CN2C(=NC3=C2C=C(C=C3)C(=O)OCC)C)C=CC(=C1)I (1-(2-chloro-4-iodobenzyl)-6-(ethoxycarbonyl)-2-methylbenzimidazole), C1(=CC=CC=C1)C#C (phenylacetylene), C1(=CC=CC=C1)P(C1=CC=CC=C1)C1=CC=CC=C1 (triphenylphosphine), C(CCC)N(CCCC)CCCC (tri n-butylamin). The reagents and catalysts are C(C)(=O)[O-].[Pd+2].C(C)(=O)[O-] (palladium acetate), [Cu](I)I (copper iodide). The solvent is CN(C=O)C (N,N-dimethylformamide), CC(=O)C (acetone). Run at temperature 100 celsius, time 30 minute. Product: ClC1=C(CN2C(=NC3=C2C=C(C=C3)C(=O)OCC)C)C=CC(=C1)C#CC1=CC=CC=C1 (1-(2-chloro-4-(phenylethynyl) benzyl)-6-(ethoxycarbonyl)-2-methylbenzimidazole). Reaction SMILES: [Cl:1][C:2]1[CH:23]=[C:22](I)[CH:21]=[CH:20][C:3]=1[CH2:4][N:5]1[C:9]2[CH:10]=[C:11]([C:14]([O:16][CH2:17][CH3:18])=[O:15])[CH:12]=[CH:13][C:8]=2[N:7]=[C:6]1[CH3:19].[C:25]1([C:31]#[CH:32])[CH:30]=[CH:29][CH:28]=[CH:27][CH:26]=1.C1(P(C2C=CC=CC=2)C2C=CC=CC=2)C=CC=CC=1.C(N(CCCC)CCCC)CCC>C([O-])(=O)C.[Pd+2].C([O-])(=O)C.[Cu](I)I.CC(C)=O.CN(C)C=O>[Cl:1][C:2]1[CH:23]=[C:22]([C:32]#[C:31][C:25]2[CH:30]=[CH:29][CH:28]=[CH:27][CH:26]=2)[CH:21]=[CH:20][C:3]=1[CH2:4][N:5]1[C:9]2[CH:10]=[C:11]([C:14]([O:16][CH2:17][CH3:18])=[O:15])[CH:12]=[CH:13][C:8]=2[N:7]=[C:6]1[CH3:19] |f:4.5.6|. Procedure details: A mixture of 1-(2-chloro-4-iodobenzyl)-6-(ethoxycarbonyl)-2-methylbenzimidazole (0.91 g), phenylacetylene (1.02 g), palladium acetate (II) (0.045 g), triphenylphosphine (0.105 g), tri n-butylamin (1.12 g), copper iodide (I) (0.038 g), and N,N-dimethylformamide (5 ml) was stirred for 1 hour at 70° C. and for 30 minutes at 100° C. After cooling the reaction solution, acetone was added thereto and the solution was filtrated with celite. The filtrate was concentrated and the resulting residue was di... The reactants are Cl.COC([C@@H](NC(C1=C(C=C(C=C1)CNC=1C=NC=CC1)C1=CC=CC=C1)=O)CCSC)=O ([4-(pyrid-3-ylaminomethyl)-2-phenylbenzoyl]methionine methyl ester hydrochloride), O.[OH-].[Li+] (lithium hydroxide hydrate). The solvent is C1CCOC1 (THF), O (water). Conditions: time 30 minute. Yields the product N1=CC(=CC=C1)NCC1=CC(=C(C(=O)N[C@@H](CCSC)C(=O)O)C=C1)C1=CC=CC=C1 ([4-(pyrid-3-ylaminomethyl)-2-phenylbenzoyl]methionine). Isolated yield 56.0%. Reaction SMILES: Cl.C[O:3][C:4](=[O:33])[C@H:5]([CH2:29][CH2:30][S:31][CH3:32])[NH:6][C:7](=[O:28])[C:8]1[CH:13]=[CH:12][C:11]([CH2:14][NH:15][C:16]2[CH:17]=[N:18][CH:19]=[CH:20][CH:21]=2)=[CH:10][C:9]=1[C:22]1[CH:27]=[CH:26][CH:25]=[CH:24][CH:23]=1.O.[OH-].[Li+]>C1COCC1.O>[N:18]1[CH:19]=[CH:20][CH:21]=[C:16]([NH:15][CH2:14][C:11]2[CH:12]=[CH:13][C:8]([C:7]([NH:6][C@H:5]([C:4]([OH:33])=[O:3])[CH2:29][CH2:30][S:31][CH3:32])=[O:28])=[C:9]([C:22]3[CH:23]=[CH:24][CH:25]=[CH:26][CH:27]=3)[CH:10]=2)[CH:17]=1 |f:0.1,2.3.4|. Reported procedure: To a solution of [4-(pyrid-3-ylaminomethyl)-2-phenylbenzoyl]methionine methyl ester hydrochloride (72 mg, 0.16 mmol) in THF (3 mL) was added a solution of lithium hydroxide hydrate (13 mg, 0.32 mmol) in water (1 mL) and the reaction mixture was stirred for 30 minutes. The THF was evaporated in vacuo and the residue was taken up in aqueous 3N HCl. The solution was concentrated and the residue was purified by preparative HPLC (70% acetonitrile-0.1% aqueous trifluoroacetic acid) to give [4-(pyrid-3... The reactants are FC(OC1=C(N)C=CC(=C1)Br)(F)F (2-trifluoromethoxy-4-bromo aniline), FC1=C(C=CC=C1)B(O)O (2-fluorophenylboronic acid). Yields the product FC1=C(C=CC=C1)C1=CC(=C(C=C1)N)OC(F)(F)F (2′-fluoro-3-(trifluoromethoxy)biphenyl-4-amine). Yield: 57.1%. As a reaction SMILES: [F:1][C:2]([F:13])([F:12])[O:3][C:4]1[CH:10]=[C:9](Br)[CH:8]=[CH:7][C:5]=1[NH2:6].[F:14][C:15]1[CH:20]=[CH:19][CH:18]=[CH:17][C:16]=1B(O)O>>[F:14][C:15]1[CH:20]=[CH:19][CH:18]=[CH:17][C:16]=1[C:9]1[CH:8]=[CH:7][C:5]([NH2:6])=[C:4]([O:3][C:2]([F:13])([F:12])[F:1])[CH:10]=1. Reported procedure: The title compound (0.294 g) was prepared from 2-trifluoromethoxy-4-bromo aniline (0.5 g, 1.9 mmol) and 2-fluorophenylboronic acid (0.345 g, 2.5 mmol) as a yellow liquid. 1H-NMR (δ ppm, DMSO-d6, 400 MHz): 7.47 (td, J 1.2, 4.7, 1H), 7.33-7.20 (m, 5H), 6.89 (d, J 8.8, 1H), 5.62 (s, 2H). Starting materials: CC(=CCP(OCC)(OCC)=O)C=CC1=C(C(CCC1(C)C)=O)C (3-methyl-5-(2,6,6-trimethyl-3-oxocyclohex-1-enyl)-2,4-pentadienylphosphonic acid, diethyl ester), P([O-])([O-])=O (phosphonate). The product is CC(=C=CP(OCC)(OCC)=O)C=CC1=C(C(CCC1(C)C)=O)C (3-Methyl-5-(2,6,6-trimethyl-3-oxocyclohex-1-enyl)-1,2,4-pentatrienylphosphonic Acid, Diethyl Ester). RXN SMILES: [CH3:1][C:2]([CH:13]=[CH:14][C:15]1[C:20]([CH3:22])([CH3:21])[CH2:19][CH2:18][C:17](=[O:23])[C:16]=1[CH3:24])=[CH:3][CH2:4][P:5](=[O:12])([O:9][CH2:10][CH3:11])[O:6][CH2:7][CH3:8].P(=O)([O-])[O-]>>[CH3:1][C:2]([CH:13]=[CH:14][C:15]1[C:20]([CH3:22])([CH3:21])[CH2:19][CH2:18][C:17](=[O:23])[C:16]=1[CH3:24])=[C:3]=[CH:4][P:5](=[O:12])([O:6][CH2:7][CH3:8])[O:9][CH2:10][CH3:11]. Reported procedure: In accordance with a procedure suggested by B. C. Ranu, et al., J. Org. Chem., 63, 5250 (1998), the following experiment was conducted: to a 25 mL 1-neck reaction flask fitted with a reflux condenser connected to an apparatus similar to that described by Johnson and Schneider [Org. Synth., 30, 18 (1950)] so that the mixture in the flask could be protected from atmospheric moisture, et al. throughout the course of the reaction were added 246 mg (0.70 mmole) of allenic phosphonate produced in acco... Reactants: ClC1=C2CNCC2=CC=C1 (4-chloroisoindoline), CSC=1SCCN1 (2-methylthio-2-thiazoline), C1=C(C=CC2=CC=CC=C12)S(=O)(=O)O (β-naphthylsulfonic acid). The solvent is C(Cl)Cl (methylene chloride). Conditions: temperature 150 celsius. Product: ClC1=C2CN(CC2=CC=C1)C=1SCCN1 (4-chloro-2-(thiazolin-2-yl)isoindoline). RXN SMILES: [Cl:1][C:2]1[CH:10]=[CH:9][CH:8]=[C:7]2[C:3]=1[CH2:4][NH:5][CH2:6]2.CS[C:13]1[S:14][CH2:15][CH2:16][N:17]=1.C1C2C(=CC=CC=2)C=CC=1S(O)(=O)=O>C(Cl)Cl>[Cl:1][C:2]1[CH:10]=[CH:9][CH:8]=[C:7]2[C:3]=1[CH2:4][N:5]([C:13]1[S:14][CH2:15][CH2:16][N:17]=1)[CH2:6]2. Procedure details: A mixture of 4-chloroisoindoline (700 mg), 2-methylthio-2-thiazoline (600 mg), and β-naphthylsulfonic acid (35 mg) was heated at 150° C. for 30 minutes. The product was cooled, dissolved in methylene chloride, washed with water, the organic layer dried over anhydrous potassium carbonate, filtered, and solvent removed from the filtrate under reduced pressure. The residue was chromatographed on silica gel packed in methylene chloride/2% methanol/ammonia, eluting with methylene chloride/2% methanol... The reactants are Br.C(C)(C)C=1N=C(SC1)N (4-isopropyl-1,3-thiazol-2-amine hydrobromide), C1=CN(C=N1)C(=O)N2C=CN=C2 (CDI), N,N-carbonylbis-1H-imidazole, C1=CN(C=N1)C(=O)N2C=CN=C2 (CDI), C1=CN(C=N1)C(=O)N2C=CN=C2 (CDI), Cl (hydrochloric acid), COC1=CC=C(CN2N=C(N=N2)C2=CN=C3N(C2=O)C=CC(=C3)C(=O)O)C=C1 (3-[2-(4-Methoxybenzyl)-2H-1,2,3,4-tetrazol-5-yl]-4-oxo-4H-pyrido[1,2-a]-pyrimidine-8-carboxylic acid). The solvent is CN(C=O)C (dimethylformamide). Reaction conditions: temperature 90 celsius, time 1 hour. Yields the product C(C)(C)C=1N=C(SC1)NC(=O)C1=CC=2N(C(C(=CN2)C=2N=NN(N2)CC2=CC=C(C=C2)OC)=O)C=C1 (N8-(4-Isopropyl-1,3-thiazol-2-yl)-3-[2-(4-methoxybenzyl)-2H-1,2,3,4-tetrazol-5yl]-4-oxo-4H-pyrido[1,2-a]pyrimidine-8-carboxamide). RXN SMILES: [CH3:1][O:2][C:3]1[CH:28]=[CH:27][C:6]([CH2:7][N:8]2[N:12]=[N:11][C:10]([C:13]3[C:18](=[O:19])[N:17]4[CH:20]=[CH:21][C:22]([C:24](O)=[O:25])=[CH:23][C:16]4=[N:15][CH:14]=3)=[N:9]2)=[CH:5][CH:4]=1.C1N=CN(C(N2C=NC=C2)=O)C=1.Br.[CH:42]([C:45]1[N:46]=[C:47]([NH2:50])[S:48][CH:49]=1)([CH3:44])[CH3:43].Cl>CN(C)C=O>[CH:42]([C:45]1[N:46]=[C:47]([NH:50][C:24]([C:22]2[CH:21]=[CH:20][N:17]3[C:18](=[O:19])[C:13]([C:10]4[N:11]=[N:12][N:8]([CH2:7][C:6]5[CH:5]=[CH:4][C:3]([O:2][CH3:1])=[CH:28][CH:27]=5)[N:9]=4)=[CH:14][N:15]=[C:16]3[CH:23]=2)=[O:25])[S:48][CH:49]=1)([CH3:44])[CH3:43] |f:2.3|. Reported procedure: 3-[2-(4-Methoxybenzyl)-2H-1,2,3,4-tetrazol-5-yl]-4-oxo-4H-pyrido[1,2-a]-pyrimidine-8-carboxylic acid (250 mg, 0.66 mmol) was dissolved in dimethylformamide (6 ml), added with N,N-carbonylbis-1H-imidazole (abbreviated as “CDI” hereinafter, 160 mg, 0.991 mmol) and heated to 90° C. with stirring. After 1 hour and 30 minutes, the reaction solution was further added with CDI (170 mg), further stirred for 1 hour, and then further added with CDI (170 mg). The reaction solution was stirred further 2 hou...